Dataset: the Open Reaction Database (ORD), a public repository of structured organic reaction records. Task: describe an organic reaction: reactants, conditions, products, and yield Reactants: CC(C)(C)O, ClC(Cl)Cl, [O-][Cl+][O-], FC(F)(F)c1cn2ccsc2n1, [Na+], [Na+], CN(C)C=O, O, O, O, O=P(Cl)(Cl)Cl, O=P([O-])(O)O. Yields the product O=C(O)c1c(C(F)(F)F)nc2sccn12. As a reaction SMILES: [C:39]([OH:40])([CH3:41])([CH3:42])[CH3:43].[CH:35]([Cl:36])([Cl:37])[Cl:38].[Cl+:23]([O-:24])[O-:25].[F:11][C:12]([c:13]1[n:14][c:15]2[s:16][cH:17][cH:18][n:19]2[cH:20]1)([F:21])[F:22].[Na+:26].[Na+:34].[O:6]=[CH:7][N:8]([CH3:9])[CH3:10].[OH2:27].[OH2:28].[OH2:44].[P:1]([Cl:2])([Cl:3])([Cl:4])=[O:5].[P:29]([O-:30])([OH:31])([OH:32])=[O:33]>>[OH:6][C:7]([c:20]1[c:13]([C:12]([F:11])([F:21])[F:22])[n:14][c:15]2[s:16][cH:17][cH:18][n:19]21)=[O:24]. Reactants: C(#N)C1=CC=C(C=C1)N1C(N(CC1)C1=CC=C(C=C1)CCC(=O)OC)=O (1-(4-cyano-phenyl)-3-[4-(2-methoxycarbonyl-ethyl)-phenyl]-imidazolidin-2-one), COC1=CC=C(C=C1)P1(SP(S1)(C1=CC=C(C=C1)OC)=S)=S (2,4-bis-(4-methoxyphenyl)-l,3-dithia-2,4-diphosphetan-2,4-disulphide). Run in C=1(C(=CC=CC1)C)C (xylene). Product: C(#N)C1=CC=C(C=C1)N1C(N(CC1)C1=CC=C(C=C1)CCC(=O)OC)=S (1-(4-Cyano-phenyl)-3-[4-(2-methoxycarbonyl-ethyl)-phenyl]-imidazolidin-2-thione). RXN SMILES: [C:1]([C:3]1[CH:8]=[CH:7][C:6]([N:9]2[CH2:13][CH2:12][N:11]([C:14]3[CH:19]=[CH:18][C:17]([CH2:20][CH2:21][C:22]([O:24][CH3:25])=[O:23])=[CH:16][CH:15]=3)[C:10]2=O)=[CH:5][CH:4]=1)#[N:2].COC1C=CC(P2(=S)SP(=S)(C3C=CC(OC)=CC=3)[S:36]2)=CC=1>C1(C)C(C)=CC=CC=1>[C:1]([C:3]1[CH:8]=[CH:7][C:6]([N:9]2[CH2:13][CH2:12][N:11]([C:14]3[CH:19]=[CH:18][C:17]([CH2:20][CH2:21][C:22]([O:24][CH3:25])=[O:23])=[CH:16][CH:15]=3)[C:10]2=[S:36])=[CH:5][CH:4]=1)#[N:2]. Procedure details: Prepared by heating 1-(4-cyano-phenyl)-3-[4-(2-methoxycarbonyl-ethyl)-phenyl]-imidazolidin-2-one with 2,4-bis-(4-methoxyphenyl)-l,3-dithia-2,4-diphosphetan-2,4-disulphide in xylene. Starting materials: C1CCOC1, CN(C)CCN(C)c1nc2ccc([N+](=O)[O-])cc2s1, CCO, [H][H]. Product: CN(C)CCN(C)c1nc2ccc(N)cc2s1. As a reaction SMILES: [CH2:25]1[O:26][CH2:27][CH2:28][CH2:29]1.[CH3:1][N:2]([CH2:3][CH2:4][N:5]([c:6]1[s:7][c:8]2[c:9]([n:10]1)[cH:11][cH:12][c:13]([N+:15]([O-:16])=[O:17])[cH:14]2)[CH3:18])[CH3:19].[CH3:22][CH2:23][OH:24].[H:20][H:21]>>[CH3:1][N:2]([CH2:3][CH2:4][N:5]([c:6]1[s:7][c:8]2[c:9]([n:10]1)[cH:11][cH:12][c:13]([NH2:15])[cH:14]2)[CH3:18])[CH3:19]. Reactants: COCC1(CC1)S(=O)(=O)NC(OC(C)(C)C)=O (tert-butyl (1-(methoxymethyl)cyclopropyl)sulfonylcarbamate), Cl (HCl). Solvent: O1CCOCC1 (1,4-Dioxane). Reaction conditions: time 2 hour. The product is COCC1(CC1)S(=O)(=O)N (1-(methoxymethyl)cyclopropane-1-sulfonamide). Isolated yield 87.6%. Reaction SMILES: [CH3:1][O:2][CH2:3][C:4]1([S:7]([NH:10]C(=O)OC(C)(C)C)(=[O:9])=[O:8])[CH2:6][CH2:5]1.Cl>O1CCOCC1>[CH3:1][O:2][CH2:3][C:4]1([S:7]([NH2:10])(=[O:9])=[O:8])[CH2:6][CH2:5]1. Procedure: To tert-butyl (1-(methoxymethyl)cyclopropyl)sulfonylcarbamate (2.2 g, 8.29 mmol) was added HCl in 1,4-Dioxane (20 ml, 4M solution) at room temperature. The reaction mass was stirred for 2 hr. The reaction mass was evaporated under reduced pressure to get desired compound (1.2 g, 88%) as white solid. 1H NMR (400 MHz, DMSO): δ ppm 6.68 (br, s, 2H), 3.62 (s, 2H), 3.27 (s, 3H), 1.22-1.09 (m, 2H), 0.96-0.91 (m, 2H). The reactants are C(C)(C)(C)OC(=O)N1CCN(CC1)C1=CC=C(C=C1)O (4-(4-Hydroxyphenyl)piperazine-1-carboxylic acid tert-butyl ester), P(=O)([O-])([O-])[O-].[K+].[K+].[K+] (tripotassium phosphate), [H-].[Na+] (sodium hydride), [O-]CC.[Na+] (sodium ethoxide), ClC=1N(C=C(N1)[N+](=O)[O-])CC[C@H](COS(=O)(=O)C1=CC=C(C=C1)C)O (toluene-4-sulfonic acid (R)-4-(2-chloro-4-nitroimidazol-1-yl)-2-hydroxybutyl ester). Run in O (Water), O (Water), C(C)O (ethanol), C(C)O (ethanol), CN(C=O)C (dimethylformamide). Run at time 30 minute. Yields the product C(C)(C)(C)OC(=O)N1CCN(CC1)C1=CC=C(C=C1)OC[C@H]1CCN2C(O1)=NC(=C2)[N+](=O)[O-] (4-[4-((R)-2-nitro-6,7-dihydro-5H-imidazo[2,1-b][1,3]oxazin-7-ylmethoxy)phenyl]piperazine-1-carboxylic acid tert-butyl ester). The yield is 20.4%. RXN SMILES: [O-]CC.[Na+].Cl[C:6]1[N:7]([CH2:14][CH2:15][C@@H:16]([OH:29])[CH2:17][O:18]S(C2C=CC(C)=CC=2)(=O)=O)[CH:8]=[C:9]([N+:11]([O-:13])=[O:12])[N:10]=1.[C:30]([O:34][C:35]([N:37]1[CH2:42][CH2:41][N:40]([C:43]2[CH:48]=[CH:47][C:46](O)=[CH:45][CH:44]=2)[CH2:39][CH2:38]1)=[O:36])([CH3:33])([CH3:32])[CH3:31].P([O-])([O-])([O-])=O.[K+].[K+].[K+].[H-].[Na+]>CN(C)C=O.O.C(O)C>[C:30]([O:34][C:35]([N:37]1[CH2:42][CH2:41][N:40]([C:43]2[CH:48]=[CH:47][C:46]([O:18][CH2:17][C@@H:16]3[O:29][C:6]4=[N:10][C:9]([N+:11]([O-:13])=[O:12])=[CH:8][N:7]4[CH2:14][CH2:15]3)=[CH:45][CH:44]=2)[CH2:39][CH2:38]1)=[O:36])([CH3:33])([CH3:31])[CH3:32] |f:0.1,4.5.6.7,8.9|. Procedure: An ethanol solution (3.02 ml) of 20% sodium ethoxide was added to an ethanol solution (30 ml) of toluene-4-sulfonic acid (R)-4-(2-chloro-4-nitroimidazol-1-yl)-2-hydroxybutyl ester (3.00 g), and the mixture was stirred at room temperature for 30 minutes. 4-(4-Hydroxyphenyl)piperazine-1-carboxylic acid tert-butyl ester (2.36 g) and tripotassium phosphate (1.80 g) were added to the reaction mixture and heated under reflux for 4 hours. Water was added to the reaction mixture, followed by extraction ... Reactants: BrC=1C=C(C=C(C1)F)C(C(C)NC(C(C)(C)OC1=NC=C(C=C1)C(F)(F)F)=O)CC1=CC=C(C=C1)Cl (N-[2-(3-bromo-5-fluorophenyl)-3-(4-chlorophenyl)-1-methylpropyl]-2-(5-trifluoromethyl-2-pyridyloxy)-2-methylpropanamide), [C-]#N.[Na+] (sodium cyanide), C1COCCOCCOCCOCCOCCO1 (18-crown-6). Reagents/catalysts: C=1C=CC(=CC1)[P](C=2C=CC=CC2)(C=3C=CC=CC3)[Pd]([P](C=4C=CC=CC4)(C=5C=CC=CC5)C=6C=CC=CC6)([P](C=7C=CC=CC7)(C=8C=CC=CC8)C=9C=CC=CC9)[P](C=1C=CC=CC1)(C=1C=CC=CC1)C=1C=CC=CC1 (tetrakis(triphenylphosphine)palladium). Solvent: O1CCOCC1 (dioxane). Reaction conditions: temperature 100 celsius. The product is ClC1=CC=C(C=C1)CC(C(C)NC(C(C)(C)OC1=NC=C(C=C1)C(F)(F)F)=O)C1=CC(=CC(=C1)F)C#N (N-[3-(4-Chlorophenyl)-2-(3-cyano-5-fluorophenyl)-1-methylpropyl]-2-(5-trifluoromethyl-2-pyridyloxy)-2-methylpropanamide). Reaction SMILES: Br[C:2]1[CH:3]=[C:4]([CH:9]([CH2:29][C:30]2[CH:35]=[CH:34][C:33]([Cl:36])=[CH:32][CH:31]=2)[CH:10]([NH:12][C:13](=[O:28])[C:14]([O:17][C:18]2[CH:23]=[CH:22][C:21]([C:24]([F:27])([F:26])[F:25])=[CH:20][N:19]=2)([CH3:16])[CH3:15])[CH3:11])[CH:5]=[C:6]([F:8])[CH:7]=1.[C-:37]#[N:38].[Na+].C1OCCOCCOCCOCCOCCOC1>O1CCOCC1.C1C=CC([P]([Pd]([P](C2C=CC=CC=2)(C2C=CC=CC=2)C2C=CC=CC=2)([P](C2C=CC=CC=2)(C2C=CC=CC=2)C2C=CC=CC=2)[P](C2C=CC=CC=2)(C2C=CC=CC=2)C2C=CC=CC=2)(C2C=CC=CC=2)C2C=CC=CC=2)=CC=1>[Cl:36][C:33]1[CH:32]=[CH:31][C:30]([CH2:29][CH:9]([C:4]2[CH:5]=[C:6]([F:8])[CH:7]=[C:2]([C:37]#[N:38])[CH:3]=2)[CH:10]([NH:12][C:13](=[O:28])[C:14]([O:17][C:18]2[CH:23]=[CH:22][C:21]([C:24]([F:26])([F:27])[F:25])=[CH:20][N:19]=2)([CH3:16])[CH3:15])[CH3:11])=[CH:35][CH:34]=1 |f:1.2,^1:67,69,88,107|. Procedure: A mixture of N-[2-(3-bromo-5-fluorophenyl)-3-(4-chlorophenyl)-1-methylpropyl]-2-(5-trifluoromethyl-2-pyridyloxy)-2-methylpropanamide (Example 330, 92 mg, 0.16 mmol), sodium cyanide (12 mg, 0.24 mmol), 18-crown-6 (63 mg, 0.24 mmol) and tetrakis(triphenylphosphine)palladium (92 mg, 0.08 mmol) in 2 mL dioxane was heated under nitrogen at 100° C. for 14 h. After cooling to room temperature, the resulting mixture was partitioned between water (50 mL) and EtOAc (50 mL). The organic layer was separated... Reactants: [Br-], CCCC[N+](CCCC)(CCCC)CCCC, COC(=O)c1ccc(B(O)O)cc1, CC#N, Cn1cc(-c2ccc3c(c2)C(=O)CC2(CCN(C(=O)c4cc(OS(=O)(=O)C(F)(F)F)c5cccc(C6CC6)c5n4)CC2)O3)cn1, [K+], [K+], [K+], O=P([O-])([O-])[O-]. Product: COC(=O)c1ccc(-c2cc(C(=O)N3CCC4(CC3)CC(=O)c3cc(-c5cnn(C)c5)ccc3O4)nc3c(C4CC4)cccc23)cc1. As a reaction SMILES: [Br-:67].[CH2:68]([N+:69]([CH2:70][CH2:71][CH2:72][CH3:73])([CH2:74][CH2:75][CH2:76][CH3:77])[CH2:78][CH2:79][CH2:80][CH3:81])[CH2:82][CH2:83][CH3:84].[CH3:54][O:55][C:56](=[O:57])[c:58]1[cH:59][cH:60][c:61]([B:64]([OH:65])[OH:66])[cH:62][cH:63]1.[CH3:85][C:86]#[N:87].[F:9][C:10]([F:11])([F:12])[S:13]([O:14][c:15]1[cH:16][c:17]([C:28](=[O:29])[N:30]2[CH2:31][CH2:32][C:33]3([O:34][c:35]4[cH:36][cH:37][c:38](-[c:44]5[cH:45][n:46][n:47]([CH3:49])[cH:48]5)[cH:39][c:40]4[C:41](=[O:43])[CH2:42]3)[CH2:50][CH2:51]2)[n:18][c:19]2[c:20]([CH:25]3[CH2:26][CH2:27]3)[cH:21][cH:22][cH:23][c:24]12)(=[O:52])=[O:53].[K+:6].[K+:7].[K+:8].[P:1]([O-:2])([O-:3])([O-:4])=[O:5]>>[c:15]1(-[c:61]2[cH:60][cH:59][c:58]([C:56]([O:55][CH3:54])=[O:57])[cH:63][cH:62]2)[cH:16][c:17]([C:28](=[O:29])[N:30]2[CH2:31][CH2:32][C:33]3([O:34][c:35]4[cH:36][cH:37][c:38](-[c:44]5[cH:45][n:46][n:47]([CH3:49])[cH:48]5)[cH:39][c:40]4[C:41](=[O:43])[CH2:42]3)[CH2:50][CH2:51]2)[n:18][c:19]2[c:20]([CH:25]3[CH2:26][CH2:27]3)[cH:21][cH:22][cH:23][c:24]12. Reactants: CO, CC(CCCl)c1ccc(-c2ccc(F)cc2)cc1, NCc1ccccc1. The product is CC(CCN)c1ccc(-c2ccc(F)cc2)cc1. Reaction SMILES: [CH3:27][OH:28].[Cl:1][CH2:2][CH2:3][CH:4]([CH3:5])[c:6]1[cH:7][cH:8][c:9](-[c:12]2[cH:13][cH:14][c:15]([F:18])[cH:16][cH:17]2)[cH:10][cH:11]1.[NH2:19][CH2:20][c:21]1[cH:22][cH:23][cH:24][cH:25][cH:26]1>>[CH2:2]([CH2:3][CH:4]([CH3:5])[c:6]1[cH:7][cH:8][c:9](-[c:12]2[cH:13][cH:14][c:15]([F:18])[cH:16][cH:17]2)[cH:10][cH:11]1)[NH2:19]. The reactants are ClC1=NC(=NC(=C1)C1=CC(=CC=C1)Br)N (4-chloro-6-(3-bromo-phenyl)-pyrimidin-2-ylamine), FC(C1=CC=C(N)C=C1)(F)F (4-trifluoromethylaniline). The product is BrC=1C=C(C=CC1)C1=CC(=NC(=N1)N)NC1=CC=C(C=C1)C(F)(F)F (6-(3-Bromo-phenyl)-N*4*-(4-trifluoromethyl-phenyl)-pyrimidine-2,4-diamine). Yield: 30.0%. As a reaction SMILES: Cl[C:2]1[CH:7]=[C:6]([C:8]2[CH:13]=[CH:12][CH:11]=[C:10]([Br:14])[CH:9]=2)[N:5]=[C:4]([NH2:15])[N:3]=1.[F:16][C:17]([F:26])([F:25])[C:18]1[CH:24]=[CH:23][C:21]([NH2:22])=[CH:20][CH:19]=1>>[Br:14][C:10]1[CH:9]=[C:8]([C:6]2[N:5]=[C:4]([NH2:15])[N:3]=[C:2]([NH:22][C:21]3[CH:23]=[CH:24][C:18]([C:17]([F:16])([F:25])[F:26])=[CH:19][CH:20]=3)[CH:7]=2)[CH:13]=[CH:12][CH:11]=1. Procedure: Following the method described in Example 53, 4-chloro-6-(3-bromo-phenyl)-pyrimidin-2-ylamine and 4-trifluoromethylaniline provided the title compound (30% yield). 1H NMR (CD3OD) δ 6.50 (s, 1H, Ar), 7.25-7.35 (t, 1H, Ar), 7.4-7.6 (m, 4H, Ar) 7.88 (d, 1H, Ar), 7.90 (d, 1H, Ar) 7.96 (d, 2H, Ar), 8.10 (s, 1H, Ar). Reactants: C(C)(C)C=1SC=C(N1)C1=CC=C(C=C1)F (2-isopropyl-4-(4-fluorophenyl)-1,3-thiazole), BrC1=CC(=NC=C1)C (4-bromo-2-methylpyridine), C(C)(=O)[O-].[K+] (potassium acetate), C(C)(=O)OCC (ethyl acetate). The reagents and catalysts are C(C)(=O)[O-].[Pd+2].C(C)(=O)[O-] (palladium(II) acetate). The solvent is CC(=O)N(C)C (DMA). Reaction conditions: time 3 hour. The product is FC1=CC=C(C=C1)C=1N=C(SC1C1=CC(=NC=C1)C)C(C)C (4-[4-(4-Fluorophenyl)-2-isopropyl-1,3-thiazol-5-yl]-2-methylpyridine). Reaction SMILES: [CH:1]([C:4]1[S:5][CH:6]=[C:7]([C:9]2[CH:14]=[CH:13][C:12]([F:15])=[CH:11][CH:10]=2)[N:8]=1)([CH3:3])[CH3:2].Br[C:17]1[CH:22]=[CH:21][N:20]=[C:19]([CH3:23])[CH:18]=1.C([O-])(=O)C.[K+].C(OCC)(=O)C>CC(N(C)C)=O.C([O-])(=O)C.[Pd+2].C([O-])(=O)C>[F:15][C:12]1[CH:11]=[CH:10][C:9]([C:7]2[N:8]=[C:4]([CH:1]([CH3:3])[CH3:2])[S:5][C:6]=2[C:17]2[CH:22]=[CH:21][N:20]=[C:19]([CH3:23])[CH:18]=2)=[CH:14][CH:13]=1 |f:2.3,6.7.8|. Procedure details: Under argon, 200 mg (0.90 mmol) of 2-isopropyl-4-(4-fluorophenyl)-1,3-thiazole, 77 mg (0.45 mmol) of 4-bromo-2-methylpyridine, 133 mg (1.35 mmol) of potassium acetate and 0.4 mg (2 μmol) of palladium(II) acetate in 5 ml of DMA are heated to 150° C. After 3 h, 50 ml of ethyl acetate are added and the reaction mixture is filtered through a silica gel cartridge. 10 ml of water are added to the filtrate. The organic phase is separated off, washed once more with 10 ml of water, dried over MgSO4 and c...